Dataset: the Open Reaction Database (ORD), a public repository of structured organic reaction records. Task: describe an organic reaction: reactants, conditions, products, and yield The reactants are COC(CCCCCCCCC(=O)O)=O (decandioic acid mono methyl ester), ON1N=NC2=C1C=CC=C2 (1-hydroxybenzotriazole), C1(CCCCC1)N=C=NC1CCCCC1 (N,N′-dicyclohexylcarbodiimide), CNC (N,N-dimethylamine). The solvent is O1CCCC1 (tetrahydrofuran). Conditions: time 8 hour. The product is CN(C(=O)CCCCCCCCC(=O)OC)C (methyl 9-(N,N-dimethylcarbamoyl)nonanoate). Reaction SMILES: [CH3:1][O:2][C:3](=[O:15])[CH2:4][CH2:5][CH2:6][CH2:7][CH2:8][CH2:9][CH2:10][CH2:11][C:12](O)=[O:13].ON1C2C=CC=CC=2N=N1.[CH:26]1([N:32]=[C:33]=NC2CCCCC2)CCCCC1.CNC>O1CCCC1>[CH3:26][N:32]([CH3:33])[C:12]([CH2:11][CH2:10][CH2:9][CH2:8][CH2:7][CH2:6][CH2:5][CH2:4][C:3]([O:2][CH3:1])=[O:15])=[O:13]. Procedure details: To a solution of the decandioic acid mono methyl ester (2 mmol) in dry tetrahydrofuran (20 ml) was added 1-hydroxybenzotriazole (1 mmol), N,N′-dicyclohexylcarbodiimide (1.1 mmol) and N,N-dimethylamine (2M solution in tetrahydrofuran, 2 ml). The mixture was stirred overnight and then filtered. The solvent was removed in vacuo and the residue redissolved in ethyl acetate. The ethyl acetate solution was washed sequentially with saturated sodium hydrogen carbonate solution, 1M potassium hydrogen sul... Starting materials: BrCc1ccccc1, CCOC(C)=O, CC#N, CCOC(=O)C(C)(O)CNC1CCCC1, [K+], [K+], O=C([O-])[O-]. Product: CCOC(=O)C(C)(O)CN(Cc1ccccc1)C1CCCC1. Reaction SMILES: [Br:16][CH2:17][c:18]1[cH:19][cH:20][cH:21][cH:22][cH:23]1.[CH3:30][CH2:31][O:32][C:33]([CH3:34])=[O:35].[CH3:36][C:37]#[N:38].[CH:1]1([NH:6][CH2:7][C:8]([C:9](=[O:10])[O:11][CH2:12][CH3:13])([CH3:14])[OH:15])[CH2:2][CH2:3][CH2:4][CH2:5]1.[K+:24].[K+:25].[O-:26][C:27]([O-:28])=[O:29]>>[CH:1]1([N:6]([CH2:7][C:8]([C:9](=[O:10])[O:11][CH2:12][CH3:13])([CH3:14])[OH:15])[CH2:17][c:18]2[cH:19][cH:20][cH:21][cH:22][cH:23]2)[CH2:2][CH2:3][CH2:4][CH2:5]1. Starting materials: ClC1=C(C=NC2=CC(=C(C=C12)OC)OCC1CCN(CC1)C)C#N (4-chloro-6- methoxy-7-[(1-methylpiperidin-4-yl)methoxy]quinoline-3-carbonitrile), N1=CC(=CC=C1)OC1=CC=C(C=C1)N (4-(pyridin-3-yloxy)phenylamine). Product: COC=1C=C2C(=C(C=NC2=CC1OCC1CCN(CC1)C)C#N)NC1=CC=C(C=C1)OC=1C=NC=CC1 (6-methoxy-7-[(1-methylpiperidin-4-yl)methoxy]-4-{[4-(pyridin-3-yloxy)phenyl]amino}quinoline-3-carbonitrile). Yield: 70.6%. RXN SMILES: Cl[C:2]1[C:11]2[C:6](=[CH:7][C:8]([O:14][CH2:15][CH:16]3[CH2:21][CH2:20][N:19]([CH3:22])[CH2:18][CH2:17]3)=[C:9]([O:12][CH3:13])[CH:10]=2)[N:5]=[CH:4][C:3]=1[C:23]#[N:24].[N:25]1[CH:30]=[CH:29][CH:28]=[C:27]([O:31][C:32]2[CH:37]=[CH:36][C:35]([NH2:38])=[CH:34][CH:33]=2)[CH:26]=1>>[CH3:13][O:12][C:9]1[CH:10]=[C:11]2[C:6](=[CH:7][C:8]=1[O:14][CH2:15][CH:16]1[CH2:21][CH2:20][N:19]([CH3:22])[CH2:18][CH2:17]1)[N:5]=[CH:4][C:3]([C:23]#[N:24])=[C:2]2[NH:38][C:35]1[CH:34]=[CH:33][C:32]([O:31][C:27]2[CH:26]=[N:25][CH:30]=[CH:29][CH:28]=2)=[CH:37][CH:36]=1. Procedure: Following the procedure used to prepare Reference Example 22, a mixture of 4-chloro-6- methoxy-7-[(1-methylpiperidin-4-yl)methoxy]quinoline-3-carbonitrile (200 mg, 0.58 mmol) and 4-(pyridin-3-yloxy)phenylamine (161.5 mg, 0.87 mmol) (Cacciola, J.; Fevig, J. M.; Stouten, P. F. W.; Alexander, R. S.; Knabb, R. M.; Wexler, R. W. Bioorg. Med. Chem. Let. 2000, 10, 1253) provides 203 mg of 6-methoxy-7-[(1-methylpiperidin-4-yl)methoxy]-4-{[4-(pyridin-3-yloxy)phenyl]amino}quinoline-3-carbonitrile, mp 182-... The reactants are CC(C)(C)OC(=O)N1CCN(C(=O)C2CCN(c3ccc(Cl)c(-c4nc5ccccc5[nH]4)c3)CC2)CC1, CC(=O)Cl, CC(C)O. The product is O=C(C1CCN(c2ccc(Cl)c(-c3nc4ccccc4[nH]3)c2)CC1)N1CCNCC1. Reaction SMILES: [C:1]([O:2][C:3](=[O:4])[N:8]1[CH2:9][CH2:10][N:11]([C:14](=[O:15])[CH:16]2[CH2:17][CH2:18][N:19]([c:22]3[cH:23][c:24](-[c:29]4[n:30][c:31]5[c:32]([nH:33]4)[cH:34][cH:35][cH:36][cH:37]5)[c:25]([Cl:28])[cH:26][cH:27]3)[CH2:20][CH2:21]2)[CH2:12][CH2:13]1)([CH3:5])([CH3:6])[CH3:7].[CH3:38][C:39](=[O:40])[Cl:41].[CH:42]([OH:43])([CH3:44])[CH3:45]>>[NH:8]1[CH2:9][CH2:10][N:11]([C:14](=[O:15])[CH:16]2[CH2:17][CH2:18][N:19]([c:22]3[cH:23][c:24](-[c:29]4[nH:30][c:31]5[c:32]([n:33]4)[cH:34][cH:35][cH:36][cH:37]5)[c:25]([Cl:28])[cH:26][cH:27]3)[CH2:20][CH2:21]2)[CH2:12][CH2:13]1.